From a dataset of the Open Reaction Database (ORD), a public repository of structured organic reaction records. describe an organic reaction: reactants, conditions, products, and yield Reactants: C1CCNCC1, COCCOCCOC, Cc1ccccc1, CC(C)(C)NC(=O)N1CC(OC(c2ccc(Br)cc2F)c2ccccc2C(F)(F)F)C1, [K+], [K+], O=C([O-])[O-]. Product: CC(C)(C)NC(=O)N1CC(OC(c2ccc(C(=O)N3CCCCC3)cc2F)c2ccccc2C(F)(F)F)C1. Reaction SMILES: [CH2:47]1[CH2:48][CH2:49][NH:50][CH2:51][CH2:52]1.[CH3:32][O:33][CH2:34][CH2:35][O:36][CH2:37][CH2:38][O:39][CH3:40].[CH3:53][c:54]1[cH:55][cH:56][cH:57][cH:58][cH:59]1.[F:1][C:2]([c:3]1[c:4]([CH:5]([c:6]2[c:7]([F:13])[cH:8][c:9]([Br:12])[cH:10][cH:11]2)[O:14][CH:15]2[CH2:16][N:17]([C:19](=[O:20])[NH:21][C:22]([CH3:23])([CH3:24])[CH3:25])[CH2:18]2)[cH:26][cH:27][cH:28][cH:29]1)([F:30])[F:31].[K+:41].[K+:42].[O-:43][C:44]([O-:45])=[O:46]>>[F:1][C:2]([c:3]1[c:4]([CH:5]([c:6]2[c:7]([F:13])[cH:8][c:9]([C:40](=[O:39])[N:50]3[CH2:49][CH2:48][CH2:47][CH2:52][CH2:51]3)[cH:10][cH:11]2)[O:14][CH:15]2[CH2:16][N:17]([C:19](=[O:20])[NH:21][C:22]([CH3:23])([CH3:24])[CH3:25])[CH2:18]2)[cH:26][cH:27][cH:28][cH:29]1)([F:30])[F:31]. Starting materials: C(C)(=O)NCCN ((2-acetylaminoethyl)-amine), C(CC(=O)C)(=O)OC (methyl acetoacetate), ClCC(C)=O (chloroacetone). Solvent: O (water). Yields the product C(C)(=O)NCCN1C(=C(C(=C1)C)C(=O)OC)C (Methyl 1-(2-acetylaminoethyl)-2,4-dimethylpyrrole-3-carboxylate). As a reaction SMILES: [C:1]([NH:4][CH2:5][CH2:6][NH2:7])(=[O:3])[CH3:2].[C:8]([O:14][CH3:15])(=[O:13])[CH2:9][C:10]([CH3:12])=O.Cl[CH2:17][C:18](=O)[CH3:19]>O>[C:1]([NH:4][CH2:5][CH2:6][N:7]1[CH:17]=[C:18]([CH3:19])[C:9]([C:8]([O:14][CH3:15])=[O:13])=[C:10]1[CH3:12])(=[O:3])[CH3:2]. Reported procedure: 71.5 g (0.70 mol) of (2-acetylaminoethyl)-amine are slowly added to 40.7 g (0.35 mol) of methyl acetoacetate. 32.4 g (0.35 mol) of chloroacetone are then added dropwise and the mixture is heated under reflux for 20 hours. After cooling, water is added, the mixture is extracted with methylene chloride and the extract is concentrated. The residue is recrystallized from ethyl acetate (filtered over active charcoal and silica gel).